From a dataset of the Open Reaction Database (ORD), a public repository of structured organic reaction records. describe an organic reaction: reactants, conditions, products, and yield The reactants are aqueous solution, [OH-].[Na+] (NaOH), C1(=CC=CC=C1)OC (anisole), solution, Cl (HCl), C(C)(=O)OCC (ethyl acetate), previous compound, C(C)(=O)OCC (ethyl acetate). Reaction conditions: time 2 hour. The product is O.C(C(=O)O)(=O)O.C(C(=O)O)(=O)O (oxalate hemihydrate). RXN SMILES: C1([O:7]C)C=CC=CC=1.Cl.[OH-:10].[Na+].[C:12]([O:15]CC)(=[O:14])[CH3:13]>>[OH2:7].[C:12]([OH:15])(=[O:14])[C:13]([OH:7])=[O:10].[C:12]([OH:15])(=[O:14])[C:13]([OH:7])=[O:10] |f:2.3,5.6.7|. Procedure: Under an inert atmosphere, 1.9 g of the previous compound are dissolved in 20 ml of anhydrous ethyl acetate and 5 ml of anisole and 20 ml of a 5N solution of HCl in ethyl acetate are added slowly at 5° C. The mixture is allowed to attain room temperature and after being stirred for 2 hours is cooled to about 5° C. before a 5N aqueous solution of NaOH is added to give a basic pH. The organic phase is then separated, dried and concentrated at about 70° C. under reduced pressure. The residual oil i... Starting materials: ClCCl, NCCCN, [Na+], [OH-], ClC(c1ccccc1)(c1ccccc1)c1ccccc1. Yields the product NCCCNC(c1ccccc1)(c1ccccc1)c1ccccc1. As a reaction SMILES: [Cl:28][CH2:29][Cl:30].[NH2:21][CH2:22][CH2:23][CH2:24][NH2:25].[Na+:27].[OH-:26].[c:1]1([C:7]([c:8]2[cH:9][cH:10][cH:11][cH:12][cH:13]2)([c:14]2[cH:15][cH:16][cH:17][cH:18][cH:19]2)[Cl:20])[cH:2][cH:3][cH:4][cH:5][cH:6]1>>[c:1]1([C:7]([c:8]2[cH:9][cH:10][cH:11][cH:12][cH:13]2)([c:14]2[cH:15][cH:16][cH:17][cH:18][cH:19]2)[NH:21][CH2:22][CH2:23][CH2:24][NH2:25])[cH:2][cH:3][cH:4][cH:5][cH:6]1. The reactants are [Br-], CC(C)(C)ON=O, CC#N, Nc1cccc2cc(F)cnc12, O. Product: Fc1cnc2c(Br)cccc2c1. RXN SMILES: [Br-:20].[C:13]([O:14][N:15]=[O:16])([CH3:17])([CH3:18])[CH3:19].[CH3:21][C:22]#[N:23].[F:1][c:2]1[cH:3][n:4][c:5]2[c:6]([NH2:12])[cH:7][cH:8][cH:9][c:10]2[cH:11]1.[OH2:24]>>[F:1][c:2]1[cH:3][n:4][c:5]2[c:6]([Br:20])[cH:7][cH:8][cH:9][c:10]2[cH:11]1. The reactants are C1=CN(C=N1)C(=O)N2C=CN=C2 (CDI), BrC=1C=C2C=CNC2=C(C1F)C(=O)O (5-bromo-6-fluoro-1H-indole-7-carboxylic acid). Solvent: C(Cl)Cl (DCM). Run at time 1 hour. Product: BrC=1C=C2C=CNC2=C(C1F)C(=O)N (5-Bromo-6-fluoro-1H-indole-7-carboxamide). RXN SMILES: C1N=C[N:3](C(N2C=NC=C2)=O)C=1.[Br:13][C:14]1[CH:15]=[C:16]2[C:20](=[C:21]([C:24]([OH:26])=O)[C:22]=1[F:23])[NH:19][CH:18]=[CH:17]2>C(Cl)Cl>[Br:13][C:14]1[CH:15]=[C:16]2[C:20](=[C:21]([C:24]([NH2:3])=[O:26])[C:22]=1[F:23])[NH:19][CH:18]=[CH:17]2. Reported procedure: CDI (0.7 g, 4.3 mmol) was added in portions to a stirred solution/suspension of 5-bromo-6-fluoro-1H-indole-7-carboxylic acid (1.0 g, 3.9 mmol) in DCM (20 mL). The mixture was stirred at room temperature for 1 hour and then heated at reflux for 30 min. The mixture was cooled in ice, and NH3 gas was bubbled through the solution for 30 min. The reaction mixture stirred at room temperature overnight. The resulting solid was filtered off and triturated sequentially with water, ether and IPA giving 26... Starting materials: CCO, COC(=O)c1cc(Cl)cc(C(N)=O)c1, C1CCOC1. The product is NC(=O)c1cc(Cl)cc(CO)c1. Reaction SMILES: [CH3:15][CH2:16][OH:17].[NH2:1][C:2](=[O:3])[c:4]1[cH:5][c:6]([C:7](=[O:8])[O:9][CH3:10])[cH:11][c:12]([Cl:14])[cH:13]1.[O:18]1[CH2:19][CH2:20][CH2:21][CH2:22]1>>[NH2:1][C:2](=[O:3])[c:4]1[cH:5][c:6]([CH2:7][OH:8])[cH:11][c:12]([Cl:14])[cH:13]1. Starting materials: [OH-].[K+] (Potassium hydroxide), C (charcoal), CC1=C(N)C=CC=C1C(F)(F)F (2-methyl-3-trifluoromethylaniline), ClC1=C(C(=O)O)C=CC=N1 (2-chloronicotinic acid), C1(=CC=C(C=C1)S(=O)(=O)O)C (p-toluenesulfonic acid). The solvent is O (water), O (water), O (water). Reaction conditions: temperature 50 celsius, time 10 minute. Product: CC1=C(C=CC=C1C(F)(F)F)NC1=NC=CC=C1C(=O)O (2-[[2-methyl-3-(trifluoromethyl)phenyl]amino]-3-pyridinecarboxylic acid). Isolated yield 83.0%. RXN SMILES: [CH3:1][C:2]1[C:8]([C:9]([F:12])([F:11])[F:10])=[CH:7][CH:6]=[CH:5][C:3]=1[NH2:4].Cl[C:14]1[N:22]=[CH:21][CH:20]=[CH:19][C:15]=1[C:16]([OH:18])=[O:17].C1(C)C=CC(S(O)(=O)=O)=CC=1.[OH-].[K+].C>O>[CH3:1][C:2]1[C:8]([C:9]([F:10])([F:11])[F:12])=[CH:7][CH:6]=[CH:5][C:3]=1[NH:4][C:14]1[C:15]([C:16]([OH:18])=[O:17])=[CH:19][CH:20]=[CH:21][N:22]=1 |f:3.4|. Reported procedure: ) A mixture of 2-methyl-3-trifluoromethylaniline (368 g, 2.1 moles) and 2-chloronicotinic acid (158.0 g, 1.0 mole) in 400 ml of water is heated at 100° C. for 24 hours together with p-toluenesulfonic acid (15.0 g) monohydrate as the acid catalyst. Potassium hydroxide (ca. 145 g) in water (255 ml) is added and the pH is maintained above 11. After diluting the reaction mixture to 1.2 liters with water, the mixture is cooled to 50° C., adjusted to pH 11, treated with 7 g of a decolorizing charcoal ... Reactants: trans-benzoic acid ester, C(\C=C\C(=O)O)(=O)O.C(C1=CC=CC=C1)(=O)N(C1C(CN(C1)CC)O)C1CCCCC1 (4-[(benzoyl)(cyclohexyl)amino]-1-ethyl-3-pyrrolidinol fumarate), [OH-].[K+] (potassium hydroxide), O (water). Solvent: CO (methanol). The product is C(\C=C\C(=O)O)(=O)O.C(C1=CC=CC=C1)(=O)N([C@H]1[C@@H](CN(C1)CC)O)C1CCCCC1 (Trans-4-[(benzoyl)(cyclohexyl)amino]-1-ethyl-3-pyrrolidinol Fumarate). RXN SMILES: [C:1]([OH:8])(=[O:7])/[CH:2]=[CH:3]/[C:4]([OH:6])=[O:5].[C:9]([N:17]([CH:26]1[CH2:31][CH2:30][CH2:29][CH2:28][CH2:27]1)[CH:18]1[CH2:22][N:21]([CH2:23][CH3:24])[CH2:20][CH:19]1[OH:25])(=[O:16])[C:10]1[CH:15]=[CH:14][CH:13]=[CH:12][CH:11]=1.[OH-].[K+].O>CO>[C:1]([OH:8])(=[O:7])/[CH:2]=[CH:3]/[C:4]([OH:6])=[O:5].[C:9]([N:17]([CH:26]1[CH2:31][CH2:30][CH2:29][CH2:28][CH2:27]1)[C@@H:18]1[CH2:22][N:21]([CH2:23][CH3:24])[CH2:20][C@H:19]1[OH:25])(=[O:16])[C:10]1[CH:15]=[CH:14][CH:13]=[CH:12][CH:11]=1 |f:0.1,2.3,6.7|. Procedure: A mixture of 4.8 g (9 mmole) of trans-benzoic acid ester with 4-[(benzoyl)(cyclohexyl)amino]-1-ethyl-3-pyrrolidinol fumarate [1:1], 1.7 g (30 mmole) of potassium hydroxide, 10 ml of water and 40 ml of methanol was heated on a steam bath for 1 hr. then concentrated to approximately 5-10 ml volume under reduced pressure. The residue was partitioned between water and methylene chloride and the organic layer was dried and concentrated under reduced pressure. The residue was dissolved in ethyl acetat... Reactants: CS(=N)(=O)c1ccc(C(=O)Nc2ccc(Cl)cc2C(=O)Nc2ccc(Cl)cn2)cc1, O=C(Cl)CCl, ClCCl, O, c1ccncc1. Product: CS(=O)(=NC(=O)CCl)c1ccc(C(=O)Nc2ccc(Cl)cc2C(=O)Nc2ccc(Cl)cn2)cc1. RXN SMILES: [Cl:1][c:2]1[cH:3][cH:4][c:5]([NH:8][C:9](=[O:10])[c:11]2[c:12]([NH:18][C:19](=[O:20])[c:21]3[cH:22][cH:23][c:24]([S:27](=[O:28])(=[NH:29])[CH3:30])[cH:25][cH:26]3)[cH:13][cH:14][c:15]([Cl:17])[cH:16]2)[n:6][cH:7]1.[Cl:37][CH2:38][C:39](=[O:40])[Cl:41].[Cl:42][CH2:43][Cl:44].[OH2:45].[cH:31]1[cH:32][cH:33][n:34][cH:35][cH:36]1>>[Cl:1][c:2]1[cH:3][cH:4][c:5]([NH:8][C:9](=[O:10])[c:11]2[c:12]([NH:18][C:19](=[O:20])[c:21]3[cH:22][cH:23][c:24]([S:27](=[O:28])(=[N:29][C:39]([CH2:38][Cl:37])=[O:40])[CH3:30])[cH:25][cH:26]3)[cH:13][cH:14][c:15]([Cl:17])[cH:16]2)[n:6][cH:7]1. Starting materials: Cl.Cl.NC1=C(N)C=C(C(=C1)Cl)S(N)(=O)=O (2-amino-4-chloro-5-sulfamylaniline dihydrochloride), C12(CC3CC(CC(C1)C3)C2)CC(=O)O (1-adamantane acetic acid). Conditions: time 5 minute. Yields the product O.C12(CC3CC(CC(C1)C3)C2)CC2=NC3=C(N2)C=C(C(=C3)Cl)S(N)(=O)=O.C32(CC1CC(CC(C3)C1)C2)CC2=NC1=C(N2)C=C(C(=C1)Cl)S(N)(=O)=O (2-(1-Adamantanylmethyl)-5-Chloro-6-Sulfamyl-1H-Benzimidazole Hemihydrate). Yield: 35.5%. RXN SMILES: Cl.Cl.[NH2:3][C:4]1[CH:10]=[C:9]([Cl:11])[C:8]([S:12](=[O:15])(=[O:14])[NH2:13])=[CH:7][C:5]=1[NH2:6].[C:16]12([CH2:26][C:27](O)=O)[CH2:25][CH:20]3[CH2:21][CH:22]([CH2:24][CH:18]([CH2:19]3)[CH2:17]1)[CH2:23]2>>[OH2:14].[C:16]12([CH2:26][C:27]3[NH:6][C:5]4[CH:7]=[C:8]([S:12](=[O:14])(=[O:15])[NH2:13])[C:9]([Cl:11])=[CH:10][C:4]=4[N:3]=3)[CH2:17][CH:18]3[CH2:24][CH:22]([CH2:21][CH:20]([CH2:19]3)[CH2:25]1)[CH2:23]2.[C:16]12([CH2:26][C:27]3[NH:6][C:5]4[CH:7]=[C:8]([S:12](=[O:14])(=[O:15])[NH2:13])[C:9]([Cl:11])=[CH:10][C:4]=4[N:3]=3)[CH2:17][CH:18]3[CH2:24][CH:22]([CH2:21][CH:20]([CH2:19]3)[CH2:25]1)[CH2:23]2 |f:0.1.2,4.5.6|. Reported procedure: A mixture of 1.6 g of 2-amino-4-chloro-5-sulfamylaniline dihydrochloride and 1.6 g of 1-adamantane acetic acid was heated at 180°-200° for 5 hours. The mixture was cooled and the solid collected and ground into a fine powder; this was then added slowly to 100 ml of concentrated ammonium hydroxide with stirring. After stirring for twenty minutes, the solid was collected by filtration and then added to 150 ml of methanol, brought to a boil, charcoal added, and boiling continued for five minutes. T... Reaction SMILES: [Cl:1][C:2]1[C:12]([Cl:13])=[C:11]([O:14]C)[CH:10]=[CH:9][C:3]=1[NH:4][CH2:5][CH2:6][CH2:7][CH3:8].[Cl-].[Al+3].[Cl-].[Cl-]>ClC(Cl)C(Cl)Cl>[Cl:1][C:2]1[C:12]([Cl:13])=[C:11]([OH:14])[CH:10]=[CH:9][C:3]=1[NH:4][CH2:5][CH2:6][CH2:7][CH3:8] |f:1.2.3.4|. Reactants: ClC1=C(NCCCC)C=CC(=C1Cl)OC (2,3-dichloro-4-methoxy-N-n-butylaniline), [Cl-].[Al+3].[Cl-].[Cl-] (aluminium chloride), ice water. Yields the product ClC1=C(NCCCC)C=CC(=C1Cl)O (2,3-Dichloro-4-hydroxy-N-n-butylaniline). Solvent: ClC(C(Cl)Cl)Cl (1,1,2,2-tetrachloroethane). Procedure: To a stirred solution of 2,3-dichloro-4-methoxy-N-n-butylaniline (8.5 g) in 1,1,2,2-tetrachloroethane (80 ml) is added anhydrous aluminium chloride (8.5 g), and the mixture is refluxed for about 40 hours. The resulting mixture is poured into ice/water (about 500 ml), and the precipitated material is extracted twice with methylene chloride. The combined extracts are dried and evaporated in vacuo to give the title compound as a heavy oil.